From a dataset of the Open Reaction Database (ORD), a public repository of structured organic reaction records. describe an organic reaction: reactants, conditions, products, and yield The reactants are CC(C)(C)OC(=O)Nc1ccc(-c2ccc(F)cc2)cc1N, Cc1nccn1-c1cccc(C(=O)CC(=O)OC(C)(C)C)c1. Product: Cc1nccn1-c1cccc(C(=O)CC(=O)Nc2cc(-c3ccc(F)cc3)ccc2NC(=O)OC(C)(C)C)c1. RXN SMILES: [C:1]([CH3:2])([CH3:3])([CH3:4])[O:5][C:6]([NH:7][c:8]1[c:9]([NH2:21])[cH:10][c:11](-[c:14]2[cH:15][cH:16][c:17]([F:20])[cH:18][cH:19]2)[cH:12][cH:13]1)=[O:22].[C:23]([CH3:25])([CH3:26])([O:27][C:28](=[O:24])[CH2:29][C:30](=[O:31])[c:32]1[cH:33][c:34](-[n:38]2[c:39]([CH3:43])[n:40][cH:41][cH:42]2)[cH:35][cH:36][cH:37]1)[CH3:44]>>[C:1]([CH3:2])([CH3:3])([CH3:4])[O:5][C:6]([NH:7][c:8]1[c:9]([NH:21][C:28](=[O:27])[CH2:29][C:30](=[O:31])[c:32]2[cH:33][c:34](-[n:38]3[c:39]([CH3:43])[n:40][cH:41][cH:42]3)[cH:35][cH:36][cH:37]2)[cH:10][c:11](-[c:14]2[cH:15][cH:16][c:17]([F:20])[cH:18][cH:19]2)[cH:12][cH:13]1)=[O:22]. Reactants: Cc1sccc1CN(C)C, CC(=O)O, Cl, [Na+], [Na+], [Na+], O=C([O-])[O-], [OH-]. Yields the product Cc1sc(CO)cc1CN(C)C. As a reaction SMILES: [CH3:1][N:2]([CH2:3][c:4]1[c:5]([CH3:9])[s:6][cH:7][cH:8]1)[CH3:10].[CH3:20][C:21](=[O:22])[OH:23].[ClH:19].[Na+:11].[Na+:12].[Na+:18].[O-:13][C:14](=[O:15])[O-:16].[OH-:17]>>[CH3:1][N:2]([CH2:3][c:4]1[c:5]([CH3:9])[s:6][c:7]([CH2:14][OH:13])[cH:8]1)[CH3:10]. Reactants: COC(=O)C=1C=C(C=CC1)C1=CC=C(C=C1)O (3'-methoxycarbonylbiphenyl-4-ol), [H-].[Al+3].[Li+].[H-].[H-].[H-] (lithium aluminium hydride). Run in O1CCCC1 (tetrahydrofuran), O1CCCC1 (tetrahydrofuran). Conditions: temperature 0 celsius, time 30 minute. Product: OCC=1C=C(C=CC1)C1=CC=C(C=C1)O (3'-Hydroxymethylbiphenyl-4-ol). Reaction SMILES: [H-].[Al+3].[Li+].[H-].[H-].[H-].C[O:8][C:9]([C:11]1[CH:12]=[C:13]([C:17]2[CH:22]=[CH:21][C:20]([OH:23])=[CH:19][CH:18]=2)[CH:14]=[CH:15][CH:16]=1)=O>O1CCCC1>[OH:8][CH2:9][C:11]1[CH:12]=[C:13]([C:17]2[CH:22]=[CH:21][C:20]([OH:23])=[CH:19][CH:18]=2)[CH:14]=[CH:15][CH:16]=1 |f:0.1.2.3.4.5|. Procedure details: A solution of lithium aluminium hydride (1 M in ether, 2.5 ml) was added to dry tetrahydrofuran (10 ml) and the solution cooled to 0° C. A solution of 3'-methoxycarbonylbiphenyl-4-ol in (0.57 g) in tetrahydrofuran (10 ml) was then added and the resulting solution stirred at room temperature for 30 minutes. The reaction was then quenched by the addition of water (0.1 ml) followed by aqueous sodium hydroxide (50%, 0.1 ml) and then water (0.5 ml). The mixture was acidified with dilute aqueous hydro... Starting materials: COC(=O)C1=CC(=C(C=C1)C)[N+](=O)[O-] (4-methoxycarbonyl-2-nitrotoluene), BrN1C(CCC1=O)=O (N-bromosuccinimide). The solvent is C(Cl)(Cl)(Cl)Cl (carbon tetrachloride), C(Cl)(Cl)(Cl)Cl (carbon tetrachloride). Conditions: time 64 hour. Yields the product COC(=O)C1=CC(=C(CBr)C=C1)[N+](=O)[O-] (4-methoxycarbonyl-2-nitrobenzyl bromide). As a reaction SMILES: [CH3:1][O:2][C:3]([C:5]1[CH:10]=[CH:9][C:8]([CH3:11])=[C:7]([N+:12]([O-:14])=[O:13])[CH:6]=1)=[O:4].[Br:15]N1C(=O)CCC1=O>C(Cl)(Cl)(Cl)Cl>[CH3:1][O:2][C:3]([C:5]1[CH:10]=[CH:9][C:8]([CH2:11][Br:15])=[C:7]([N+:12]([O-:14])=[O:13])[CH:6]=1)=[O:4]. Procedure: All of the 4-methoxycarbonyl-2-nitrotoluene obtained as described above was dissolved in carbon tetrachloride. Approximately 14.2 g (0.082 mole) of N-bromosuccinimide was added to the carbon tetrachloride solution. The resulting solution was heated to reflux temperature and stirred for approximately 64 hours. The solution was cooled and the succinimide was removed by vacuum filtration. The remaining solution was concentrated on a rotary evaporator using water aspirator vacuum. The synthesis prod... The reactants are N#CCc1cccc(Br)c1, ClCCl, CCI, [Na+], [OH-]. The product is CCC(C#N)c1cccc(Br)c1. As a reaction SMILES: [Br:1][c:2]1[cH:3][c:4]([CH2:8][C:9]#[N:10])[cH:5][cH:6][cH:7]1.[Cl:16][CH2:17][Cl:18].[I:11][CH2:12][CH3:13].[Na+:15].[OH-:14]>>[Br:1][c:2]1[cH:3][c:4]([CH:8]([C:9]#[N:10])[CH2:12][CH3:13])[cH:5][cH:6][cH:7]1.